Dataset: the Open Reaction Database (ORD), a public repository of structured organic reaction records. Task: describe an organic reaction: reactants, conditions, products, and yield The reactants are C(=O)(OC(C)(C)C)N(CC(=O)O)C12CC3(CC(CC(C1)C3)(C2)C)C (N-BOC-(3,5-dimethyladamantan-1-yl)-glycine), [O-][Mn](=O)(=O)=O.[K+] (KMnO4), Cl (HCl), [O-][Mn](=O)(=O)=O.[K+] (KMnO4). Run in [OH-].[K+].O (KOH water), CCOC(=O)C (EtOAc). Conditions: temperature 90 celsius. The product is C(=O)(OC(C)(C)C)N(CC(=O)O)C12CC3(CC(CC(C1)(C3)C)(C2)C)O (N-BOC-(3-hydroxy-5,7-dimethyladamant-1-yl)-glycine). Isolated yield 102.0%. RXN SMILES: [C:1]([N:8]([C:13]12[CH2:22][C:17]3([CH3:23])[CH2:18][CH:19]([CH2:21][C:15]([CH3:24])([CH2:16]3)[CH2:14]1)[CH2:20]2)[CH2:9][C:10]([OH:12])=[O:11])([O:3][C:4]([CH3:7])([CH3:6])[CH3:5])=[O:2].[O-:25][Mn](=O)(=O)=O.[K+].Cl>[OH-].[K+].O.CCOC(C)=O>[C:1]([N:8]([C:13]12[CH2:14][C:15]3([CH3:24])[CH2:16][C:17]([CH3:23])([CH2:18][C:19]([OH:25])([CH2:21]3)[CH2:20]1)[CH2:22]2)[CH2:9][C:10]([OH:12])=[O:11])([O:3][C:4]([CH3:7])([CH3:6])[CH3:5])=[O:2] |f:1.2,4.5.6|. Reported procedure: To a solution of N-BOC-(3,5-dimethyladamantan-1-yl)-glycine (1.79 g, 5.3 mmol) in 2% KOH/water (75 mL) at rt was added KMnO4 (1.0 g, 6.3 mmol). The reaction was heated to 90° C. for 2 h. An additional portion of KMnO4 (0.3 g, 1.9 mmol) was added and the reaction was heated at 90° C. for an additional 1.5 h. The reaction was then diluted with EtOAc (150 mL) and with vigorous mixing the pH was addjusted to ˜3 with 1N HCl. The EtOAc layer was separated and set aside. The aqueous layer was then extr... Reactants: Brc1ccccc1, Cl, c1ccncc1, Oc1cnc2[nH]ccc2c1. Yields the product c1ccc(Oc2cnc3[nH]ccc3c2)cc1. RXN SMILES: [Br:11][c:12]1[cH:13][cH:14][cH:15][cH:16][cH:17]1.[ClH:18].[cH:19]1[cH:20][cH:21][n:22][cH:23][cH:24]1.[nH:1]1[cH:2][cH:3][c:4]2[c:5]1[n:6][cH:7][c:8]([OH:10])[cH:9]2>>[nH:1]1[cH:2][cH:3][c:4]2[c:5]1[n:6][cH:7][c:8]([O:10][c:12]1[cH:13][cH:14][cH:15][cH:16][cH:17]1)[cH:9]2. The reactants are CC(C)C(=O)Nc1cccc(C2CCN(CCCCCC(O)c3ccc(Cl)cc3)CC2)c1, Cl, CC(=O)c1cccc(O)c1. Yields the product CC(=O)c1cccc(OC(CCCCCN2CCC(c3cccc(NC(=O)C(C)C)c3)CC2)c2ccc(Cl)cc2)c1. As a reaction SMILES: [Cl:11][c:12]1[cH:13][cH:14][c:15]([CH:18]([CH2:19][CH2:20][CH2:21][CH2:22][CH2:23][N:24]2[CH2:25][CH2:26][CH:27]([c:30]3[cH:31][c:32]([NH:36][C:37]([CH:38]([CH3:39])[CH3:40])=[O:41])[cH:33][cH:34][cH:35]3)[CH2:28][CH2:29]2)[OH:42])[cH:16][cH:17]1.[ClH:43].[OH:1][c:2]1[cH:3][c:4]([C:8]([CH3:9])=[O:10])[cH:5][cH:6][cH:7]1>>[O:1]([c:2]1[cH:3][c:4]([C:8]([CH3:9])=[O:10])[cH:5][cH:6][cH:7]1)[CH:18]([c:15]1[cH:14][cH:13][c:12]([Cl:11])[cH:17][cH:16]1)[CH2:19][CH2:20][CH2:21][CH2:22][CH2:23][N:24]1[CH2:25][CH2:26][CH:27]([c:30]2[cH:31][c:32]([NH:36][C:37]([CH:38]([CH3:39])[CH3:40])=[O:41])[cH:33][cH:34][cH:35]2)[CH2:28][CH2:29]1. Starting materials: ClCCl, Cc1ccc(C(=O)O)cc1-n1ccc2ccc(CCCN3CCOCC3)cc2c1=O, CO, CCOC(C)=O, O=C(Cl)C(=O)Cl, Nc1ccon1, CN(C)C=O. Product: Cc1ccc(C(=O)Nc2ccon2)cc1-n1ccc2ccc(CCCN3CCOCC3)cc2c1=O. RXN SMILES: [CH2:48]([Cl:49])[Cl:50].[CH3:1][c:2]1[c:3](-[n:11]2[c:12](=[O:30])[c:13]3[cH:14][c:15]([CH2:21][CH2:22][CH2:23][N:24]4[CH2:25][CH2:26][O:27][CH2:28][CH2:29]4)[cH:16][cH:17][c:18]3[cH:19][cH:20]2)[cH:4][c:5]([C:6](=[O:7])[OH:8])[cH:9][cH:10]1.[CH3:51][OH:52].[CH3:53][CH2:54][O:55][C:56](=[O:57])[CH3:58].[Cl:31][C:32]([C:33]([Cl:34])=[O:35])=[O:36].[NH2:42][c:43]1[n:44][o:45][cH:46][cH:47]1.[O:37]=[CH:38][N:39]([CH3:40])[CH3:41]>>[CH3:1][c:2]1[c:3](-[n:11]2[c:12](=[O:30])[c:13]3[cH:14][c:15]([CH2:21][CH2:22][CH2:23][N:24]4[CH2:25][CH2:26][O:27][CH2:28][CH2:29]4)[cH:16][cH:17][c:18]3[cH:19][cH:20]2)[cH:4][c:5]([C:6](=[O:8])[NH:42][c:43]2[n:44][o:45][cH:46][cH:47]2)[cH:9][cH:10]1. Reactants: COC(=O)C=Cc1c(N2CCCC(C(=O)N(C)C)C2)nc2cc(C(=O)Nc3nc(C(C)(C)C)cs3)ccn2c1=O, CO, Cl, [Na+], [OH-]. Product: CN(C)C(=O)C1CCCN(c2nc3cc(C(=O)Nc4nc(C(C)(C)C)cs4)ccn3c(=O)c2C=CC(=O)O)C1. Reaction SMILES: [C:1]([CH3:2])([CH3:3])([CH3:4])[c:5]1[n:6][c:7]([NH:10][C:11](=[O:12])[c:13]2[cH:14][c:15]3[n:16]([c:17](=[O:38])[c:18]([CH:32]=[CH:33][C:34](=[O:35])[O:36][CH3:37])[c:19]([N:21]4[CH2:22][CH:23]([C:27](=[O:28])[N:29]([CH3:30])[CH3:31])[CH2:24][CH2:25][CH2:26]4)[n:20]3)[cH:39][cH:40]2)[s:8][cH:9]1.[CH3:44][OH:45].[ClH:43].[Na+:42].[OH-:41]>>[C:1]([CH3:2])([CH3:3])([CH3:4])[c:5]1[n:6][c:7]([NH:10][C:11](=[O:12])[c:13]2[cH:14][c:15]3[n:16]([c:17](=[O:38])[c:18]([CH:32]=[CH:33][C:34](=[O:35])[OH:36])[c:19]([N:21]4[CH2:22][CH:23]([C:27](=[O:28])[N:29]([CH3:30])[CH3:31])[CH2:24][CH2:25][CH2:26]4)[n:20]3)[cH:39][cH:40]2)[s:8][cH:9]1. Starting materials: CCOC(=O)C(Cc1ccc(OCC=C(C)c2ccc(-c3cccc(OC)c3)cc2)cc1)OCC, [Na+], [OH-]. Product: CCOC(Cc1ccc(OCC=C(C)c2ccc(-c3cccc(OC)c3)cc2)cc1)C(=O)O. RXN SMILES: [CH2:1]([CH3:2])[O:3][CH:4]([C:5](=[O:6])[O:7][CH2:8][CH3:9])[CH2:10][c:11]1[cH:12][cH:13][c:14]([O:17][CH2:18][CH:19]=[C:20]([CH3:21])[c:22]2[cH:23][cH:24][c:25](-[c:28]3[cH:29][c:30]([O:34][CH3:35])[cH:31][cH:32][cH:33]3)[cH:26][cH:27]2)[cH:15][cH:16]1.[Na+:37].[OH-:36]>>[CH2:1]([CH3:2])[O:3][CH:4]([C:5](=[O:6])[OH:7])[CH2:10][c:11]1[cH:12][cH:13][c:14]([O:17][CH2:18][CH:19]=[C:20]([CH3:21])[c:22]2[cH:23][cH:24][c:25](-[c:28]3[cH:29][c:30]([O:34][CH3:35])[cH:31][cH:32][cH:33]3)[cH:26][cH:27]2)[cH:15][cH:16]1. Reactants: C(C1=CC=CC=C1)OC(=O)N1CCC(CC1)C1=C(C=CC=C1)SC (1-benzyloxycarbonyl-4(2-methylthiophenyl)piperidine), ice, [NH4+].[OH-] (NH4OH), C1=CC(=CC(=C1)Cl)C(=O)OO (mCPBA). Solvent: C(Cl)Cl (CH2Cl2). Run at time 1 hour. Yields the product C(C1=CC=CC=C1)OC(=O)N1CCC(CC1)C1=C(C=CC=C1)S(=O)C (1-benzyloxycarbonyl-4-(2-methylsulfinylphenyl)piperidine). The yield is 18.7%. RXN SMILES: [CH2:1]([O:8][C:9]([N:11]1[CH2:16][CH2:15][CH:14]([C:17]2[CH:22]=[CH:21][CH:20]=[CH:19][C:18]=2[S:23][CH3:24])[CH2:13][CH2:12]1)=[O:10])[C:2]1[CH:7]=[CH:6][CH:5]=[CH:4][CH:3]=1.C1C=C(Cl)C=C(C(OO)=[O:33])C=1.[NH4+].[OH-]>C(Cl)Cl>[CH2:1]([O:8][C:9]([N:11]1[CH2:12][CH2:13][CH:14]([C:17]2[CH:22]=[CH:21][CH:20]=[CH:19][C:18]=2[S:23]([CH3:24])=[O:33])[CH2:15][CH2:16]1)=[O:10])[C:2]1[CH:3]=[CH:4][CH:5]=[CH:6][CH:7]=1 |f:2.3|. Procedure: The product of Step 3 (2.55 g) in CH2Cl2 (30 mL) was cooled to 0° C. and treated with mCPBA (60%, 2.16 g) and stirred for 1 h. The reaction mixture was treated with ice (20 g), saturated NH4OH solution (20 mL) and stirred for 10 minutes. The organic layer was separated and the aqueous layer re-extracted with CH2Cl2 (2×30 mL). The combined organic portions were dried over MgSO4, filtered and evaporated to give a gum. Silica gel chromatography, eluting with EtOAc/CH2Cl2 mixtures, gave 1-benzyloxyc...